This data is from the Open Reaction Database (ORD), a public repository of structured organic reaction records. The task is: describe an organic reaction: reactants, conditions, products, and yield Starting materials: COC1=CC=C(C=C1)C1=CC=C(C=C1)CCOCC1=CC=CC=C1 (2-{4-(4-methoxyphenyl) phenyl}ethylbenzylether), C(C)O (ethanol), [H][H] (hydrogen). Reagents/catalysts: [Pd] (palladium activated carbon). The solvent is O1CCOCC1 (dioxane). The product is COC1=CC=C(C=C1)C1=CC=C(C=C1)CCO (2-{4-(4-methoxyphenyl) phenyl}ethanol). Isolated yield 92.0%. As a reaction SMILES: [CH3:1][O:2][C:3]1[CH:8]=[CH:7][C:6]([C:9]2[CH:14]=[CH:13][C:12]([CH2:15][CH2:16][O:17]CC3C=CC=CC=3)=[CH:11][CH:10]=2)=[CH:5][CH:4]=1.C(O)C.[H][H]>[Pd].O1CCOCC1>[CH3:1][O:2][C:3]1[CH:4]=[CH:5][C:6]([C:9]2[CH:14]=[CH:13][C:12]([CH2:15][CH2:16][OH:17])=[CH:11][CH:10]=2)=[CH:7][CH:8]=1. Procedure: 2,59 g (7.85 mol) of 2-{4-(4-methoxyphenyl) phenyl}ethylbenzylether, 0.4 g of 5% palladium activated carbon, 70 ml of ethanol and 6 ml of dioxane were injected and stirred at room temperature for 7 hours under presence of hydrogen. After the reactions had been completed, the catalyst was removed by tuck filtration and the solvent was removed by filtration so that 1.64 g of 2-{4-(4-methoxyphenyl) phenyl}ethanol was obtained (yield 92%). Starting materials: BrC=1C=C(C2=CN(N=C2C1)C1OCCCC1)N (6-bromo-2-(tetrahydro-2H-pyran-2-yl)-2H-indazol-4-amine), N1=CC=CC=C1 (pyridine), ClCC=1SC=C(N1)C(=O)Cl (2-(chloromethyl)-1,3-thiazole-4-carbonyl chloride), C([O-])(O)=O.[Na+] (sodium bicarbonate). Solvent: C(Cl)Cl (DCM), C(Cl)Cl (DCM). Conditions: time 18 hour. The product is BrC=1C=C(C2=CN(N=C2C1)C1OCCCC1)NC(=O)C=1N=C(SC1)CCl (N-[6-Bromo-2-(tetrahydro-2H-pyran-2-yl)-2H-indazol-4-yl]-2-(chloromethyl)-1,3-thiazole-4-carboxamide). The yield is 67.2%. Reaction SMILES: [Br:1][C:2]1[CH:3]=[C:4]([NH2:17])[C:5]2[C:9]([CH:10]=1)=[N:8][N:7]([CH:11]1[CH2:16][CH2:15][CH2:14][CH2:13][O:12]1)[CH:6]=2.N1C=CC=CC=1.[Cl:24][CH2:25][C:26]1[S:27][CH:28]=[C:29]([C:31](Cl)=[O:32])[N:30]=1.C(=O)(O)[O-].[Na+]>C(Cl)Cl>[Br:1][C:2]1[CH:3]=[C:4]([NH:17][C:31]([C:29]2[N:30]=[C:26]([CH2:25][Cl:24])[S:27][CH:28]=2)=[O:32])[C:5]2[C:9]([CH:10]=1)=[N:8][N:7]([CH:11]1[CH2:16][CH2:15][CH2:14][CH2:13][O:12]1)[CH:6]=2 |f:3.4|. Procedure details: To 6-bromo-2-(tetrahydro-2H-pyran-2-yl)-2H-indazol-4-amine (1.47 g) in DCM (20 ml) was added pyridine (1 ml). The reaction mixture was stirred for 5 minutes at room temperature before 2-(chloromethyl)-1,3-thiazole-4-carbonyl chloride (1.21 g) in DCM (20 ml) was added dropwise over 10 minutes. The reaction mixture was stirred at room temperature for 18 hours. Saturated sodium bicarbonate solution (40 ml) was added and the reaction was stirred vigorously before the organic layer was separated usin... Starting materials: CN(C)C=O, Clc1nc(Cl)nc(Cl)n1, NC(=O)c1cnc2sccc2c1Cl. Yields the product N#Cc1cnc2sccc2c1Cl. RXN SMILES: [CH3:23][N:24]([CH3:25])[CH:26]=[O:27].[Cl:14][c:15]1[n:16][c:17]([Cl:18])[n:19][c:20]([Cl:21])[n:22]1.[Cl:1][c:2]1[c:3]2[c:4]([n:5][cH:6][c:7]1[C:8](=[O:9])[NH2:10])[s:11][cH:12][cH:13]2>>[Cl:1][c:2]1[c:3]2[c:4]([n:5][cH:6][c:7]1[C:8]#[N:10])[s:11][cH:12][cH:13]2. The reactants are COC(=O)CCc1cccc(C(Nc2ccc(CN(C)C)cc2)=C2C(=O)Nc3cc(Cl)ccc32)c1, CCO, Cl, [Na+], [OH-]. Product: CN(C)Cc1ccc(NC(=C2C(=O)Nc3cc(Cl)ccc32)c2cccc(CCC(=O)O)c2)cc1. RXN SMILES: [CH3:1][N:2]([CH3:3])[CH2:4][c:5]1[cH:6][cH:7][c:8]([NH:9][C:10]([c:11]2[cH:12][c:13]([CH2:17][CH2:18][C:19](=[O:20])[O:21][CH3:22])[cH:14][cH:15][cH:16]2)=[C:23]2[C:24](=[O:33])[NH:25][c:26]3[cH:27][c:28]([Cl:32])[cH:29][cH:30][c:31]32)[cH:34][cH:35]1.[CH3:39][CH2:40][OH:41].[ClH:38].[Na+:37].[OH-:36]>>[CH3:1][N:2]([CH3:3])[CH2:4][c:5]1[cH:6][cH:7][c:8]([NH:9][C:10]([c:11]2[cH:12][c:13]([CH2:17][CH2:18][C:19](=[O:20])[OH:21])[cH:14][cH:15][cH:16]2)=[C:23]2[C:24](=[O:33])[NH:25][c:26]3[cH:27][c:28]([Cl:32])[cH:29][cH:30][c:31]32)[cH:34][cH:35]1.